Dataset: the Open Reaction Database (ORD), a public repository of structured organic reaction records. Task: describe an organic reaction: reactants, conditions, products, and yield Starting materials: [BH4-], CO, CCOC(=O)C(C)(C)C(O)(Cn1cncn1)c1ccc(Cl)cc1, [Na+]. The product is CC(C)(CO)C(O)(Cn1cncn1)c1ccc(Cl)cc1. Reaction SMILES: [BH4-:1].[CH3:26][OH:27].[Cl:3][c:4]1[cH:5][cH:6][c:7]([C:10]([C:11]([C:12](=[O:13])[O:14][CH2:15][CH3:16])([CH3:17])[CH3:18])([CH2:19][n:20]2[n:21][cH:22][n:23][cH:24]2)[OH:25])[cH:8][cH:9]1.[Na+:2]>>[Cl:3][c:4]1[cH:5][cH:6][c:7]([C:10]([C:11]([CH2:12][OH:13])([CH3:17])[CH3:18])([CH2:19][n:20]2[n:21][cH:22][n:23][cH:24]2)[OH:25])[cH:8][cH:9]1. Reactants: C(CCC)S(=O)(=O)NC(C1=CC(=C(C=C1)N)NCC1=C(C=C(C=C1)Cl)Cl)=O (N-1-butanesulfonyl-4-amino-3-(2,4-dichlorobenzylamino)benzamide), COC(OC)(OC)OC (tetramethoxymethane). Run in C(C)(=O)O (acetic acid). Reaction conditions: temperature 60 celsius, time 4 hour. Product: C(CCC)S(=O)(=O)NC(=O)C=1C=CC2=C(N(C(=N2)O)CC2=C(C=C(C=C2)Cl)Cl)C1 (6-(1-butanesulfonylcarbamoyl)-1-(2,4-dichlorobenzyl)-2-hydroxybenzimidazole). RXN SMILES: [CH2:1]([S:5]([NH:8][C:9](=[O:27])[C:10]1[CH:15]=[CH:14][C:13]([NH2:16])=[C:12]([NH:17][CH2:18][C:19]2[CH:24]=[CH:23][C:22]([Cl:25])=[CH:21][C:20]=2[Cl:26])[CH:11]=1)(=[O:7])=[O:6])[CH2:2][CH2:3][CH3:4].[CH3:28][O:29]C(OC)(OC)OC>C(O)(=O)C>[CH2:1]([S:5]([NH:8][C:9]([C:10]1[CH:15]=[CH:14][C:13]2[N:16]=[C:28]([OH:29])[N:17]([CH2:18][C:19]3[CH:24]=[CH:23][C:22]([Cl:25])=[CH:21][C:20]=3[Cl:26])[C:12]=2[CH:11]=1)=[O:27])(=[O:6])=[O:7])[CH2:2][CH2:3][CH3:4]. Reported procedure: A mixture of 0.220 mg of N-1-butanesulfonyl-4-amino-3-(2,4-dichlorobenzylamino)benzamide, 0.3 ml of tetramethoxymethane and 2.0 ml of acetic acid was stirred at 60° C. for 4 hours. Acetic acid was distilled off under reduced pressure, and the residue was extracted with chloroform and with water. The chloroform layer was concentrated, and 4.0 ml of methanol and 36% hydrochloric acid (4 drops) were added to the residue. The mixture was stirred at 60° C. for 2 hours. The reaction solution was neutr... Starting materials: [OH-].[Na+] (NaOH), N1=CC(=CC=C1)C=O (3-pyridinecarboxaldehyde), COS(=O)(=O)[O-].C[S+](C)C (trimethylsulfonium methylsulfate). Reagents/catalysts: [Br-].C(CCC)[N+](CCCC)(CCCC)CCCC (tetra-n-butylammonium bromide). Run in C(Cl)Cl (CH2Cl2), O (H2O). Reaction conditions: temperature 0 celsius. Yields the product O1C(C1)C=1C=NC=CC1 (3-Oxiran-2-ylpyridine). Isolated yield 28.6%. Reaction SMILES: [N:1]1[CH:6]=[CH:5][CH:4]=[C:3]([CH:7]=[O:8])[CH:2]=1.[CH3:9]OS([O-])(=O)=O.C[S+](C)C.[OH-].[Na+]>[Br-].C([N+](CCCC)(CCCC)CCCC)CCC.C(Cl)Cl.O>[O:8]1[CH2:9][CH:7]1[C:3]1[CH:2]=[N:1][CH:6]=[CH:5][CH:4]=1 |f:1.2,3.4,5.6|. Reported procedure: To a solution of 2.59 g of 3-pyridinecarboxaldehyde and 62 mg of tetra-n-butylammonium bromide in 60 mL CH2Cl2 at room temperature is added a solution of 10.0 g of trimethylsulfonium methylsulfate in 15 mL H2O. The resulting solution is set stirring and cooled to 0° C. Aqueous NaOH (50% w/w; 40 mL) is added in portions while stirring and the mixture subsequently refluxed for 1 h. After cooling to room temperature, the mixture is filtered and the filtrate extracted with CH2Cl2. The combined extra... Reactants: C(C1=CC(=CC=C1)OC)(=O)Cl (3-anisoylchloride), C(C=C)N(CC=C)CC1=CC=C(S1)S(=O)(=O)N1CCC(CC1)C(CCCCCC)=O (1-[1-({5-[(diallylamino)methyl]thien-2-yl}sulfonyl)piperidin-4-yl]heptan-1-one), CN1C(=O)N(C(=O)CC1=O)C (1,3-Dimethylbarbituric acid), CCN(C(C)C)C(C)C (DIEA). Reagents/catalysts: C=1C=CC(=CC1)[P](C=2C=CC=CC2)(C=3C=CC=CC3)[Pd]([P](C=4C=CC=CC4)(C=5C=CC=CC5)C=6C=CC=CC6)([P](C=7C=CC=CC7)(C=8C=CC=CC8)C=9C=CC=CC9)[P](C=1C=CC=CC1)(C=1C=CC=CC1)C=1C=CC=CC1 (Tetrakis(triphenylphosphine)palladium). The solvent is C1CCOC1 (THF), C(Cl)Cl (CH2Cl2), CCOC(=O)C (EtOAc). Conditions: time 3 hour. Yields the product C(CCCCCC)(=O)C1CCN(CC1)S(=O)(=O)C1=CC=C(S1)CNC(C1=CC(=CC=C1)OC)=O (N-({5-[(4-heptanoylpiperidin-1-yl)sulfonyl]thien-2-yl}methyl)-3-methoxybenzamide). Isolated yield 26.9%. As a reaction SMILES: C([N:4]([CH2:8][C:9]1[S:13][C:12]([S:14]([N:17]2[CH2:22][CH2:21][CH:20]([C:23](=[O:30])[CH2:24][CH2:25][CH2:26][CH2:27][CH2:28][CH3:29])[CH2:19][CH2:18]2)(=[O:16])=[O:15])=[CH:11][CH:10]=1)CC=C)C=C.CN1C(=O)CC(=O)N(C)C1=O.CCN(C(C)C)C(C)C.[C:51](Cl)(=[O:60])[C:52]1[CH:57]=[CH:56][CH:55]=[C:54]([O:58][CH3:59])[CH:53]=1>C(Cl)Cl.C1COCC1.CCOC(C)=O.C1C=CC([P]([Pd]([P](C2C=CC=CC=2)(C2C=CC=CC=2)C2C=CC=CC=2)([P](C2C=CC=CC=2)(C2C=CC=CC=2)C2C=CC=CC=2)[P](C2C=CC=CC=2)(C2C=CC=CC=2)C2C=CC=CC=2)(C2C=CC=CC=2)C2C=CC=CC=2)=CC=1>[C:23]([CH:20]1[CH2:19][CH2:18][N:17]([S:14]([C:12]2[S:13][C:9]([CH2:8][NH:4][C:51](=[O:60])[C:52]3[CH:57]=[CH:56][CH:55]=[C:54]([O:58][CH3:59])[CH:53]=3)=[CH:10][CH:11]=2)(=[O:16])=[O:15])[CH2:22][CH2:21]1)(=[O:30])[CH2:24][CH2:25][CH2:26][CH2:27][CH2:28][CH3:29] |^1:79,81,100,119|. Procedure: A solution of 327c (100 mg, 0.22 mmol), 1,3-Dimethylbarbituric acid (69 mg, 0.44 mmol) and Tetrakis(triphenylphosphine)palladium (12 mg, 0.01 mmol) were stirred in 3 mL CH2Cl2 overnight. The deprotection was followed by TLC. After complete cleavage of the protecting groups, the solvent was evaporated to dryness. The crude was taken up in THF, DIEA (76 ul, 0.33 mmol) was added, followed by the slow addition of 3-anisoylchloride (38 mg, 0.22 mmol) in THF. The reaction was stirred for 3 h, diluted ... The reactants are NCC(=O)O (glycine), C1(=CC=CC=C1)CC(C(=O)[O-])=O (phenylpyruvate), N[C@@H](CC1=CC=CC=C1)C(=O)O (phenylalanine). Run at time 5 day. The product is N[C@@H](CC(=O)O)C(=O)O (aspartic acid). The yield is 30.0%. RXN SMILES: [NH2:1][CH2:2][C:3]([OH:5])=[O:4].C1(C[C:13](=O)[C:14]([O-:16])=[O:15])C=CC=CC=1.N[C@H](C(O)=O)CC1C=CC=CC=1>>[NH2:1][C@H:2]([C:3]([OH:5])=[O:4])[CH2:13][C:14]([OH:16])=[O:15]. Procedure: Additionally, the strains were inoculated into 100 ml of a similar medium containing glycine instead of the aspartic acid. The cultures were inoculated at 30° C. on a shaking machine for 5 days. Samples were taken after 3 and 5 days. 7 strains from the cultures tested converted phenylpyruvate into phenylalanine in a yield of 30% to 60%, and these were therefore suitable for further adaptation. Reported procedure: 4-Cyanobenzaldehyde (2.62 g) was condensed with 2,4-pentanedione (3.0 g) in 2-propanol (10 ml) in the presence of ammonium acetate. Mp 86°-88° C., yield 0.55 g (13 %). RXN SMILES: [C:1]([C:3]1[CH:10]=[CH:9][C:6]([CH:7]=O)=[CH:5][CH:4]=1)#[N:2].[CH3:11][C:12](=[O:17])[CH2:13][C:14](=[O:16])[CH3:15].C([O-])(=O)C.[NH4+]>CC(O)C>[C:1]([C:3]1[CH:10]=[CH:9][C:6]([CH:7]=[C:13]([C:12](=[O:17])[CH3:11])[C:14](=[O:16])[CH3:15])=[CH:5][CH:4]=1)#[N:2] |f:2.3|. The reactants are C(#N)C1=CC=C(C=O)C=C1 (4-Cyanobenzaldehyde), CC(CC(C)=O)=O (2,4-pentanedione), C(C)(=O)[O-].[NH4+] (ammonium acetate). The solvent is CC(C)O (2-propanol). Product: C(#N)C1=CC=C(C=C(C(C)=O)C(C)=O)C=C1 (3-(4-Cyanobenzylidene)-2,4-pentanedione). The reactants are CC(CNC1=C(C=2N(C3=NC=CC=C13)N=NN2)[N+](=O)[O-])C (N5-(2-methylpropyl)-4-nitrotetrazolo[1,5-a][1,8]naphthyridine-5-amine), [H][H] (hydrogen). Reagents/catalysts: [Pt] (platinum on carbon). The solvent is C(C)O (ethanol). Yields the product CC(CNC1=C(C=2N(C3=NC=CC=C13)N=NN2)N)C (N5-(2-methylpropyl)tetrazolo[1,5-a][1,8]naphthyridin-4,5-diamine). RXN SMILES: [CH3:1][CH:2]([CH3:21])[CH2:3][NH:4][C:5]1[C:14]2[C:9](=[N:10][CH:11]=[CH:12][CH:13]=2)[N:8]2[N:15]=[N:16][N:17]=[C:7]2[C:6]=1[N+:18]([O-])=O.[H][H]>[Pt].C(O)C>[CH3:1][CH:2]([CH3:21])[CH2:3][NH:4][C:5]1[C:14]2[C:9](=[N:10][CH:11]=[CH:12][CH:13]=2)[N:8]2[N:15]=[N:16][N:17]=[C:7]2[C:6]=1[NH2:18]. Procedure: A catalytic amount of 5% platinum on carbon was added to a suspension of N5-(2-methylpropyl)-4-nitrotetrazolo[1,5-a][1,8]naphthyridine-5-amine (2.45 g, 8.5 mmoles) in ethanol (120 mL). The reaction mixture was reduced on a Parr apparatus at 50 psi (3.5 Kg/cm2) hydrogen for 2 hours. The reaction mixture was filtered to remove the catalyst. The filtrate was concentrated under vacuum to provide N5-(2-methylpropyl)tetrazolo[1,5-a][1,8]naphthyridin-4,5-diamine as an oil. Reactants: CC1(CCC(C=2C=CC(=CC12)C#CC1=CC=C(C(=O)OCC)C=C1)=O)C (ethyl 4-[(5,6,7,8-tetrahydro-8,8-dimethyl-5-oxonaphth-2-yl)ethynyl]benzoate), CC1(CCC(C=2C=CC(=CC12)C#CC1=CC=C(C(=O)OCC)C=C1)=O)C (ethyl 4-[(5,6,7,8-tetrahydro-8,8-dimethyl-5-oxonaphth-2-yl)ethynyl]benzoate), C(#C)C1=CC=C2C(CCC(C2=C1)=C(CC)CC)(C)C (7-ethynyl-3,4-dihydro-1(2H)-(3-pentylidene)-4,4-dimethylnaphthalene). The product is CC1(CCC(C=2C=C(C=CC12)C#CC1=CC=C(C(=O)OCC)C=C1)=C(CC)CC)C (Ethyl 4-[(7,8-dihydro-8,8-dimethyl-5(6H)-(3-pentylidene)-naphth-3-yl)ethynyl]benzoate). As a reaction SMILES: CC1(C)C2C=C(C#C[C:14]3[CH:24]=[CH:23][C:17]([C:18]([O:20][CH2:21][CH3:22])=[O:19])=[CH:16][CH:15]=3)C=CC=2C(=O)CC1.[C:27]([C:29]1[CH:38]=[C:37]2[C:32]([C:33]([CH3:45])([CH3:44])[CH2:34][CH2:35][C:36]2=[C:39]([CH2:42][CH3:43])[CH2:40][CH3:41])=[CH:31][CH:30]=1)#[CH:28]>>[CH3:45][C:33]1([CH3:44])[C:32]2[CH:31]=[CH:30][C:29]([C:27]#[C:28][C:14]3[CH:24]=[CH:23][C:17]([C:18]([O:20][CH2:21][CH3:22])=[O:19])=[CH:16][CH:15]=3)=[CH:38][C:37]=2[C:36](=[C:39]([CH2:42][CH3:43])[CH2:40][CH3:41])[CH2:35][CH2:34]1. Reported procedure: Employing the same general procedure as for the preparation of ethyl 4-[(5,6,7,8-tetrahydro-8,8-dimethyl-5-oxonaphth-2-yl)ethynyl]benzoate (Compound 1), 235 mg (0.94 mmol) of 7-ethynyl-3,4-dihydro-1(2H)-(3-pentylidene)-4,4-dimethylnaphthalene (Compound X) was converted into the title compound using 236 mg (0.85 mmol) of ethyl 4-iodobenzoate, 57 mg (0.3 mmol) of cuprous iodide and 220 mg (0.31 mmol) of bis(triphenylphosphine)palladium(II) chloride.